This data is from the Open Reaction Database (ORD), a public repository of structured organic reaction records. The task is: describe an organic reaction: reactants, conditions, products, and yield Yields the product CCOC(=O)CCC(CC#N)(c1ccccc1)c1ccccc1. Reaction SMILES: [C:1](#[N:2])[CH2:3][C:4]([CH:5]=[CH:6][C:7](=[O:8])[O:9][CH2:10][CH3:11])([c:12]1[cH:13][cH:14][cH:15][cH:16][cH:17]1)[c:18]1[cH:19][cH:20][cH:21][cH:22][cH:23]1.[CH3:24][CH2:25][OH:26]>>[C:1](#[N:2])[CH2:3][C:4]([CH2:5][CH2:6][C:7](=[O:8])[O:9][CH2:10][CH3:11])([c:12]1[cH:13][cH:14][cH:15][cH:16][cH:17]1)[c:18]1[cH:19][cH:20][cH:21][cH:22][cH:23]1. The reactants are CCOC(=O)C=CC(CC#N)(c1ccccc1)c1ccccc1, CCO. Starting materials: C1(=CC=CC=C1)SC1=CSC=C1 (phenyl-(3-thienyl)-sulphide), C1(=C(C(=CC(=C1)C)C)S(=O)(=O)ON)C (O-mesitylsulphonyl-hydroxylamine). Solvent: ClCCl (dichloromethane). The product is C1(=C(C(=CC(=C1)C)C)S(=O)(=O)O)C.C1(=CC=CC=C1)S(=N)C1=CSC=C1 (phenyl-(3-thienyl)-sulphimide mesitylene-sulphonate). Isolated yield 65.0%. As a reaction SMILES: [C:1]1([S:7][C:8]2[CH:12]=[CH:11][S:10][CH:9]=2)[CH:6]=[CH:5][CH:4]=[CH:3][CH:2]=1.[C:13]1([CH3:26])[CH:18]=[C:17]([CH3:19])[CH:16]=[C:15]([CH3:20])[C:14]=1[S:21]([O:24][NH2:25])(=[O:23])=[O:22]>ClCCl>[C:13]1([CH3:26])[CH:18]=[C:17]([CH3:19])[CH:16]=[C:15]([CH3:20])[C:14]=1[S:21]([OH:24])(=[O:23])=[O:22].[C:1]1([S:7]([C:8]2[CH:12]=[CH:11][S:10][CH:9]=2)=[NH:25])[CH:6]=[CH:5][CH:4]=[CH:3][CH:2]=1 |f:3.4|. Procedure details: In a manner analogous to that described in Example 1, Stage 1, from phenyl-(3-thienyl)-sulphide and O-mesitylsulphonyl-hydroxylamine in dichloromethane, there is obtained phenyl-(3-thienyl)-sulphimide mesitylene-sulphonate in a yield of 65% in theory; after recrystallisation from isopropanol, the compound melts at 116° C. Reactants: NC1=CC=C2C(=N1)C(=CN2)C=2CCN(CC2)CC (5-amino-3-(1-ethyl-1,2,3,6-tetrahydropyridin-4-yl)pyrrolo[3,2-b]pyridine), C(C)(=O)Cl (acetyl chloride). Product: C(C)(=O)NC1=CC=C2C(=N1)C(=CN2)C=2CCN(CC2)CC (5-(N-[acetyl]amino)-3-(1-ethyl-1,2,3,6-tetrahydropyridin-4-yl)pyrrolo[3,2-b]pyridine). RXN SMILES: [NH2:1][C:2]1[N:7]=[C:6]2[C:8]([C:11]3[CH2:12][CH2:13][N:14]([CH2:17][CH3:18])[CH2:15][CH:16]=3)=[CH:9][NH:10][C:5]2=[CH:4][CH:3]=1.[C:19](Cl)(=[O:21])[CH3:20]>>[C:19]([NH:1][C:2]1[N:7]=[C:6]2[C:8]([C:11]3[CH2:12][CH2:13][N:14]([CH2:17][CH3:18])[CH2:15][CH:16]=3)=[CH:9][NH:10][C:5]2=[CH:4][CH:3]=1)(=[O:21])[CH3:20]. Reported procedure: Beginning with 0.015 gm (0.062 mMol) 5-amino-3-(1-ethyl-1,2,3,6-tetrahydropyridin-4-yl)pyrrolo[3,2-b]pyridine and 0.005 mL (0.068 mMol) acetyl chloride, the title compound was prepared essentially by the procedure described in Example 7. The reactants are C(=O)(OCC1=CC=CC=C1)N[C@@H](C(C)C)C(=O)O (CBZ-L-valine), Cl.C(C)OC(CNC1CC2=CC=CC=C2C1)=O (N-(2-indanyl)glycine ethyl ester hydrochloride), Cl.CN(CCCN=C=NCC)C (1-(3-dimethylaminopropyl)-3-ethylcarbodiimide hydrochloride). Reagents/catalysts: CN(C1=CC=NC=C1)C (4-dimethylaminopyridine). The solvent is C(Cl)Cl (CH2Cl2), C(Cl)Cl (CH2Cl2). Run at time 8 hour. Yields the product C(C)OC(CN(C1CC2=CC=CC=C2C1)C([C@@H](NC(=O)OCC1=CC=CC=C1)C(C)C)=O)=O (N-CBZ-L-Valyl-N-(2-indanyl)glycine ethyl ester). Reaction SMILES: [C:1]([NH:11][C@H:12]([C:16]([OH:18])=O)[CH:13]([CH3:15])[CH3:14])([O:3][CH2:4][C:5]1[CH:10]=[CH:9][CH:8]=[CH:7][CH:6]=1)=[O:2].Cl.[CH2:20]([O:22][C:23](=[O:35])[CH2:24][NH:25][CH:26]1[CH2:34][C:33]2[C:28](=[CH:29][CH:30]=[CH:31][CH:32]=2)[CH2:27]1)[CH3:21].Cl.CN(C)CCCN=C=NCC>C(Cl)Cl.CN(C)C1C=CN=CC=1>[CH2:20]([O:22][C:23](=[O:35])[CH2:24][N:25]([C:16](=[O:18])[C@H:12]([CH:13]([CH3:14])[CH3:15])[NH:11][C:1]([O:3][CH2:4][C:5]1[CH:6]=[CH:7][CH:8]=[CH:9][CH:10]=1)=[O:2])[CH:26]1[CH2:34][C:33]2[C:28](=[CH:29][CH:30]=[CH:31][CH:32]=2)[CH2:27]1)[CH3:21] |f:1.2,3.4|. Procedure details: To a solution of CBZ-L-valine (5.0 g, 0.02 mol)in CH2Cl2 (50 mL) were added 4-dimethylaminopyridine (2.44 g, 0.02 mol), N-(2-indanyl)glycine ethyl ester hydrochloride (5.6 g, 0.02 mol) and 1-(3-dimethylaminopropyl)-3-ethylcarbodiimide hydrochloride (WSCDI) (3.83 g, 0.02 mol). Approximately 20 mL CH2Cl2 was used to wash the reagents into the reaction flask. After the mixture was stirred overnight the solvent was removed under vacuo and the residue treated with ethyl acetate: 1N HCl (3:1). The sep... Starting materials: O=C([O-])[O-], COc1ccc(B(O)O)cc1, CCOC(C)=O, FC(F)(F)c1ccc(-c2cc(Nc3ccc4cccnc4c3)nnc2Cl)cc1, [Na+], [Na+], C1COCCO1. The product is COc1ccc(-c2nnc(Nc3ccc4cccnc4c3)cc2-c2ccc(C(F)(F)F)cc2)cc1. As a reaction SMILES: [C:40](=[O:41])([O-:42])[O-:43].[CH3:29][O:30][c:31]1[cH:32][cH:33][c:34]([B:37]([OH:38])[OH:39])[cH:35][cH:36]1.[CH3:52][CH2:53][O:54][C:55]([CH3:56])=[O:57].[Cl:1][c:2]1[c:3](-[c:19]2[cH:20][cH:21][c:22]([C:25]([F:26])([F:27])[F:28])[cH:23][cH:24]2)[cH:4][c:5]([NH:8][c:9]2[cH:10][cH:11][c:12]3[cH:13][cH:14][cH:15][n:16][c:17]3[cH:18]2)[n:6][n:7]1.[Na+:44].[Na+:45].[O:46]1[CH2:47][CH2:48][O:49][CH2:50][CH2:51]1>>[c:2]1(-[c:34]2[cH:33][cH:32][c:31]([O:30][CH3:29])[cH:36][cH:35]2)[c:3](-[c:19]2[cH:20][cH:21][c:22]([C:25]([F:26])([F:27])[F:28])[cH:23][cH:24]2)[cH:4][c:5]([NH:8][c:9]2[cH:10][cH:11][c:12]3[cH:13][cH:14][cH:15][n:16][c:17]3[cH:18]2)[n:6][n:7]1.